Dataset: the Open Reaction Database (ORD), a public repository of structured organic reaction records. Task: describe an organic reaction: reactants, conditions, products, and yield The reactants are CN(C)C=O, COc1cc2c(c3c1OC(C)(C)C3)C(c1cc[nH]c(=O)c1)=NC(C)(C)C2, ClCc1ccncc1, Cl, [H-], [Na+]. Product: COc1cc2c(c3c1OC(C)(C)C3)C(c1ccn(Cc3ccncc3)c(=O)c1)=NC(C)(C)C2. Reaction SMILES: [CH3:38][N:39]([CH3:40])[CH:41]=[O:42].[CH3:3][O:4][c:5]1[cH:6][c:7]2[c:12]([c:13]3[c:14]1[O:15][C:16]([CH3:18])([CH3:19])[CH2:17]3)[C:11]([c:20]1[cH:21][c:22](=[O:26])[nH:23][cH:24][cH:25]1)=[N:10][C:9]([CH3:27])([CH3:28])[CH2:8]2.[Cl:30][CH2:31][c:32]1[cH:33][cH:34][n:35][cH:36][cH:37]1.[ClH:29].[H-:1].[Na+:2]>>[CH3:3][O:4][c:5]1[cH:6][c:7]2[c:12]([c:13]3[c:14]1[O:15][C:16]([CH3:18])([CH3:19])[CH2:17]3)[C:11]([c:20]1[cH:21][c:22](=[O:26])[n:23]([CH2:31][c:32]3[cH:33][cH:34][n:35][cH:36][cH:37]3)[cH:24][cH:25]1)=[N:10][C:9]([CH3:27])([CH3:28])[CH2:8]2. Starting materials: CC(CC1CC=CCC1)[SiH](Cl)Cl (4-(2-methyldichlorosilylethyl)-1-cyclohexene), C(C)(C)O (isopropanol), C[SiH](Cl)Cl (methyldichlorosilane). The reagents and catalysts are [H+].[H+].Cl[Pt-2](Cl)(Cl)(Cl)(Cl)Cl (chloroplatinic acid). Conditions: temperature 80 celsius, time 8 hour. Product: CC(CC1C(CCCC1)([SiH](Cl)Cl)C)[SiH](Cl)Cl ((2-methyldichlorosilylethyl)methyldichlorosilylcyclohexane). Isolated yield 80.4%. RXN SMILES: [CH3:1][CH:2]([SiH:10]([Cl:12])[Cl:11])[CH2:3][CH:4]1[CH2:9][CH2:8][CH:7]=[CH:6][CH2:5]1.C[SiH:14]([Cl:16])[Cl:15].[CH:17](O)(C)C>[H+].[H+].Cl[Pt-2](Cl)(Cl)(Cl)(Cl)Cl>[CH3:1][CH:2]([SiH:10]([Cl:12])[Cl:11])[CH2:3][CH:4]1[CH2:9][CH2:8][CH2:7][CH2:6][C:5]1([CH3:17])[SiH:14]([Cl:16])[Cl:15] |f:3.4.5|. Procedure: A flask equipped with a stirrer, reflux condenser, dropping funnel and thermometer was charged with 111.6 g (0.50 mol) of 4-(2-methyldichlorosilylethyl)-1-cyclohexene and 0.1 g of a 20 wt % isopropanol solution of chloroplatinic acid, which were heated at 80° C. After the internal temperature became constant, 63.3 g (0.55 mol) of methyldichlorosilane was added dropwise over 5 hours. After the completion of addition, the reaction solution was stirred for 8 hours at 80° C. The reaction solution wa... RXN SMILES: [CH2:27]1[O:28][CH2:29][CH2:30][CH2:31]1.[CH3:32][OH:33].[N+:1]([O-:2])(=[O:3])[c:4]1[cH:5][cH:6][c:7]([CH2:10][CH2:11][N:12]([C:13]([C:14]([F:15])([F:16])[F:17])=[O:18])[CH2:19][c:20]2[c:21]([Cl:26])[cH:22][cH:23][cH:24][cH:25]2)[cH:8][cH:9]1>>[NH2:1][c:4]1[cH:5][cH:6][c:7]([CH2:10][CH2:11][N:12]([C:13]([C:14]([F:15])([F:16])[F:17])=[O:18])[CH2:19][c:20]2[c:21]([Cl:26])[cH:22][cH:23][cH:24][cH:25]2)[cH:8][cH:9]1. Yields the product Nc1ccc(CCN(Cc2ccccc2Cl)C(=O)C(F)(F)F)cc1. Reactants: C1CCOC1, CO, O=C(N(CCc1ccc([N+](=O)[O-])cc1)Cc1ccccc1Cl)C(F)(F)F.